This data is from the Open Reaction Database (ORD), a public repository of structured organic reaction records. The task is: describe an organic reaction: reactants, conditions, products, and yield Reactants: C(C)(C)(C)OC(=O)N1CCN(CC1)CC1=CC(=C(C(=C1)OC)OCC)OC (N-(tert-butyloxycarbonyl)-N′-(3,5-dimethoxy-4-ethoxy-benzyl)piperazine), Cl (HCl). The solvent is C(C)O (ethanol). Run at temperature 20 celsius, time 5 hour. Product: Cl.Cl.COC=1C=C(CN2CCNCC2)C=C(C1OCC)OC (N-(3,5-dimethoxy-4-ethoxybenzyl)piperazine dihydrochloride). Reaction SMILES: C(OC([N:8]1[CH2:13][CH2:12][N:11]([CH2:14][C:15]2[CH:20]=[C:19]([O:21][CH3:22])[C:18]([O:23][CH2:24][CH3:25])=[C:17]([O:26][CH3:27])[CH:16]=2)[CH2:10][CH2:9]1)=O)(C)(C)C.[ClH:28]>C(O)C>[ClH:28].[ClH:28].[CH3:22][O:21][C:19]1[CH:20]=[C:15]([CH:16]=[C:17]([O:26][CH3:27])[C:18]=1[O:23][CH2:24][CH3:25])[CH2:14][N:11]1[CH2:10][CH2:9][NH:8][CH2:13][CH2:12]1 |f:3.4.5|. Procedure details: To 4.1 g of N-(tert-butyloxycarbonyl)-N′-(3,5-dimethoxy-4-ethoxy-benzyl)piperazine 40 ml of 10% HCl and 10 ml of ethanol are added, the mixture is stirred for 5 h at 20° C., and evaporated to dryness in vacuum at 50÷80° C. Then 30 ml of dry acetone is added to the residue, the mixture is boiled with stifling for 20 min, cooled down to 10° C. White precipitate is filtered off in an hour, washed with 10 ml of acetone and dried at the air. The product (2 g) is used on the next step without further ...